This data is from the Open Reaction Database (ORD), a public repository of structured organic reaction records. The task is: describe an organic reaction: reactants, conditions, products, and yield Starting materials: COC=1C=C(C(=O)O)C=C(C1OC)OC (3,4,5-trimethoxy-benzoic acid), C1(=CC=CC=C1)C (toluene), C1(=CC=CC=C1)C (toluene), S(=O)(Cl)Cl (thionyl chloride), Cl.C1(CCCCC1)C(C)(O)N (cyclohexyl aminoethanol-hydrochloride). Yields the product Cl.OCCN(C1CCCCC1)C1=C(C(=O)O)C=C(C(=C1OC)OC)OC (N-2-hydroxyethyl-cyclohexylamino-3,4,5-trimethoxy-benzoate-hydrochloride). RXN SMILES: [CH3:1][O:2][C:3]1[CH:4]=[C:5]([CH:9]=[C:10]([O:14][CH3:15])[C:11]=1[O:12][CH3:13])[C:6]([OH:8])=[O:7].S(Cl)([Cl:18])=[O:17].Cl.C1([C:27]([NH2:30])(O)[CH3:28])CCCCC1.[C:31]1(C)[CH:36]=[CH:35][CH:34]=[CH:33][CH:32]=1>>[ClH:18].[OH:17][CH2:28][CH2:27][N:30]([C:9]1[C:10]([O:14][CH3:15])=[C:11]([O:12][CH3:13])[C:3]([O:2][CH3:1])=[CH:4][C:5]=1[C:6]([OH:8])=[O:7])[CH:31]1[CH2:32][CH2:33][CH2:34][CH2:35][CH2:36]1 |f:2.3,5.6|. Reported procedure: To 2.12 g. of 3,4,5-trimethoxy-benzoic acid 10 ml. of toluene and 1.19 g. of thionyl chloride are added and the reaction mixture is refluxed until no more gas evolves. A suspension of 1.8 g. of cyclohexyl aminoethanol-hydrochloride and 3 ml. of toluene are added to the solution thus obtained and the reaction mixture is refluxed until the gas development ceases. After cooling the precipitated crystals are filtered by suction washed with anhydrous ethanol and recrystallized from 96% ethanol under ... Starting materials: CC(=O)C (acetone), FC1=C(C=CC2=CC=C(C(=C12)F)F)O (1,7,8-trifluoro-2-naphthol), C([O-])([O-])=O.[K+].[K+] (potassium carbonate), C(C)I (ethyl iodide). Solvent: C1(=CC=CC=C1)C (Toluene). The product is C(C)OC1=C(C2=C(C(=CC=C2C=C1)F)F)F (2-ethoxy-1,7,8-trifluoronaphthalene). Reaction SMILES: [CH3:1][C:2](C)=O.[F:5][C:6]1[C:15]2[C:10](=[CH:11][CH:12]=[C:13]([F:17])[C:14]=2[F:16])[CH:9]=[CH:8][C:7]=1[OH:18].C(=O)([O-])[O-].[K+].[K+].C(I)C>C1(C)C=CC=CC=1>[CH2:1]([O:18][C:7]1[CH:8]=[CH:9][C:10]2[C:15](=[C:14]([F:16])[C:13]([F:17])=[CH:12][CH:11]=2)[C:6]=1[F:5])[CH3:2] |f:2.3.4|. Procedure: An acetone (80 ml) solution of 1,7,8-trifluoro-2-naphthol (15 g), potassium carbonate (16 g), and ethyl iodide (26 g) was stirred for 10 hours at room temperature. Toluene (200 ml) was added in this reaction solution. The organic layer was removed, and the aqueous layer was extracted with toluene. The organic layers were combined, washed with brine, and concentrated. The residue was evaporated under reduced pressure, and 2-ethoxy-1,7,8-trifluoronaphthalene was obtained.